This data is from the Open Reaction Database (ORD), a public repository of structured organic reaction records. The task is: describe an organic reaction: reactants, conditions, products, and yield The reactants are C(C(=C)C)(=O)O (methacrylic acid), C(Cl)C1CO1 (epichlorohydrin). Reagents/catalysts: [Cl-].C(C1=CC=CC=C1)[N+](CC)(CC)CC (benzyltriethylammonium chloride). The solvent is CO (methanol). Product: C(C(=C)C)(=O)O.C(Cl)C1CO1 (methacrylic acid epichlorohydrin). RXN SMILES: [C:1]([OH:6])(=[O:5])[C:2]([CH3:4])=[CH2:3].[CH2:7]([CH:9]1[O:11][CH2:10]1)[Cl:8]>[Cl-].C([N+](CC)(CC)CC)C1C=CC=CC=1.CO>[C:1]([OH:6])(=[O:5])[C:2]([CH3:4])=[CH2:3].[CH2:7]([CH:9]1[O:11][CH2:10]1)[Cl:8] |f:2.3,5.6|. Procedure: The procedure of Examples 6 and 7 was repeated except that the CHPM was a laboratory preparation. The CHPM was prepared as in Examples 1-3 except that the quantities of glacial methacrylic acid, benzyltriethylammonium chloride and methanol were doubled and the quantity of epichlorohydrin was 93.5 g, giving a glacial methacrylic acid/epichlorohydrin mol ratio of about 2/1. The mixture of ingredients was heated to 40±3° with agitation and maintained under those conditions for 48 hours. The product... Starting materials: FC1=C(C=C(C=C1)F)[C@]1(CC[C@H]2[C@H](C[C@@H](S(N2)(=O)=O)CC=C)C1)S(=O)(=O)C1=CC=C(C=C1)C(F)(F)F ((3S,4aR,6R,8aS)-6-(2,5-difluorophenyl)-3-(2-propenyl)-6-{[4-(trifluoromethyl)phenyl]sulfonyl}-octahydro-1H-2,1-benzothiazine 2,2-dioxide), O=[O+][O-] (ozone), [BH4-].[Na+] (sodium borohydride). Yields the product FC1=C(C=C(C=C1)F)[C@]1(CC[C@H]2[C@H](C[C@@H](S(N2)(=O)=O)CCO)C1)S(=O)(=O)C1=CC=C(C=C1)C(F)(F)F ((3R,4aR,6R,8aS)-6-(2,5-difluorophenyl)-3-(2-hydroxyethyl)-6-{[4-(trifluoromethyl)phenyl]sulfonyl}-octahydro-1H-2,1-benzothiazine 2,2-dioxide). Reaction SMILES: [F:1][C:2]1[CH:7]=[CH:6][C:5]([F:8])=[CH:4][C:3]=1[C@:9]1([S:24]([C:27]2[CH:32]=[CH:31][C:30]([C:33]([F:36])([F:35])[F:34])=[CH:29][CH:28]=2)(=[O:26])=[O:25])[CH2:23][C@H:13]2[CH2:14][C@H:15]([CH2:20][CH:21]=C)[S:16](=[O:19])(=[O:18])[NH:17][C@H:12]2[CH2:11][CH2:10]1.[O:37]=[O+][O-].[BH4-].[Na+]>>[F:1][C:2]1[CH:7]=[CH:6][C:5]([F:8])=[CH:4][C:3]=1[C@:9]1([S:24]([C:27]2[CH:32]=[CH:31][C:30]([C:33]([F:36])([F:35])[F:34])=[CH:29][CH:28]=2)(=[O:26])=[O:25])[CH2:23][C@H:13]2[CH2:14][C@H:15]([CH2:20][CH2:21][OH:37])[S:16](=[O:19])(=[O:18])[NH:17][C@H:12]2[CH2:11][CH2:10]1 |f:2.3|. Reported procedure: Prepared from the product of Example 56 by treatment with ozone followed by sodium borohydride using the procedure described in Example 55 Step 2. Reactants: CCCCCn1c(=O)[nH]c(=S)c2[nH]c(C(F)(F)F)nc21, COS(=O)(=O)OC, [Na+], [OH-], O. Yields the product CCCCCn1c(=O)nc(SC)c2[nH]c(C(F)(F)F)nc21. As a reaction SMILES: [CH2:1]([CH2:2][CH2:3][CH2:4][CH3:5])[n:6]1[c:7](=[O:20])[nH:8][c:9](=[S:19])[c:10]2[nH:11][c:12]([C:15]([F:16])([F:17])[F:18])[n:13][c:14]12.[CH3:23][O:24][S:25]([O:26][CH3:27])(=[O:28])=[O:29].[Na+:22].[OH-:21].[OH2:30]>>[CH2:1]([CH2:2][CH2:3][CH2:4][CH3:5])[n:6]1[c:7](=[O:20])[n:8][c:9]([S:19][CH3:23])[c:10]2[nH:11][c:12]([C:15]([F:16])([F:17])[F:18])[n:13][c:14]12. Starting materials: CN1N=CC(=C1)CCO (2-(1-methyl-1H-pyrazol-4-yl)ethanol), S(=O)(Cl)Cl (thionyl chloride). The product is ClCCC=1C=NN(C1)C (4-(2-Chloroethyl)-1-methyl-1H-pyrazole). Reaction SMILES: [CH3:1][N:2]1[CH:6]=[C:5]([CH2:7][CH2:8]O)[CH:4]=[N:3]1.S(Cl)([Cl:12])=O>>[Cl:12][CH2:8][CH2:7][C:5]1[CH:4]=[N:3][N:2]([CH3:1])[CH:6]=1. Reported procedure: To excess thionyl chloride (250 mL) at 0° C. was added 2-(1-methyl-1H-pyrazol-4-yl)ethanol (82 g, 0.651 mol). The reaction mixture was heated to reflux for 15 minutes. The excess thionyl chloride was removed in vacuo and the crude product was purified by recrystallization from EtOH to afford the title compound. Reactants: [OH-].[Na+] (sodium hydroxide), C(C)O (ethanol), C(C)O (ethanol), ClC1=C(C=C2CC(C(C2=C1Cl)=O)(CC#C[Si](C)(C)C)C1=CC=CC=C1)OCC(=O)OCC (ethyl [6,7-dichloro-1-oxo-2-phenyl-2-(3-(trimethylsilyl)-2-propynyl)-5-indanyloxy]acetate). The solvent is O (water). Conditions: time 5 hour. The product is ClC1=C(C=C2CC(C(C2=C1Cl)=O)(CC#C)C1=CC=CC=C1)OCC(=O)O ((6,7-dichloro-1-oxo-2-phenyl-2-propargyl-5-indanyloxy)acetic acid). Yield: 91.0%. Reaction SMILES: [OH-].[Na+].C(O)C.[Cl:6][C:7]1[C:15]([Cl:16])=[C:14]2[C:10]([CH2:11][C:12]([C:25]3[CH:30]=[CH:29][CH:28]=[CH:27][CH:26]=3)([CH2:18][C:19]#[C:20][Si](C)(C)C)[C:13]2=[O:17])=[CH:9][C:8]=1[O:31][CH2:32][C:33]([O:35]CC)=[O:34]>O>[Cl:6][C:7]1[C:15]([Cl:16])=[C:14]2[C:10]([CH2:11][C:12]([C:25]3[CH:26]=[CH:27][CH:28]=[CH:29][CH:30]=3)([CH2:18][C:19]#[CH:20])[C:13]2=[O:17])=[CH:9][C:8]=1[O:31][CH2:32][C:33]([OH:35])=[O:34] |f:0.1|. Procedure: A solution of 50% sodium hydroxide (2.5 g.) in 50 ml. of abs. ethanol is added to a suspension of ethyl [6,7-dichloro-1-oxo-2-phenyl-2-(3-(trimethylsilyl)-2-propynyl)-5-indanyloxy]acetate (3.08 g., 6.3 mmol) in 100 ml. of abs. ethanol under an argon atmosphere. The mixture stirred at room temperature for a period of 5 hr. (excluding light) and mixed with water provides a clear yellow solution which is first extracted with ether and then acidified with dilute hydrochloric acid. The acidified solu... The reactants are CO (methanol), BrCCCN1C(C2=CC(=CC=C2C2=C1C=1C=CC(=CC1C2=O)OC)[N+](=O)[O-])=O (6-(3-Bromopropyl)-9-methoxy-3-nitro-5H-indeno[1,2-c]isoquinoline-5,11(6H)-dione), C(C)(=O)OCC (ethyl acetate). Solvent: O1CCCC1 (tetrahydrofuran). Reaction conditions: time 24 hour. Yields the product NC1=CC=C2C3=C(N(C(C2=C1)=O)CCCBr)C=1C=CC(=CC1C3=O)OC (3-Amino-6-(3-bromopropyl)-9-methoxy-5H-indeno[1,2-c]isoquinoline-5,11(6H)-dione). Yield: 58.9%. As a reaction SMILES: [Br:1][CH2:2][CH2:3][CH2:4][N:5]1[C:14]2[C:15]3[CH:16]=[CH:17][C:18]([O:23][CH3:24])=[CH:19][C:20]=3[C:21](=[O:22])[C:13]=2[C:12]2[C:7](=[CH:8][C:9]([N+:25]([O-])=O)=[CH:10][CH:11]=2)[C:6]1=[O:28].CO.C(OCC)(=O)C>O1CCCC1>[NH2:25][C:9]1[CH:8]=[C:7]2[C:12]([C:13]3[C:21](=[O:22])[C:20]4[CH:19]=[C:18]([O:23][CH3:24])[CH:17]=[CH:16][C:15]=4[C:14]=3[N:5]([CH2:4][CH2:3][CH2:2][Br:1])[C:6]2=[O:28])=[CH:11][CH:10]=1. Procedure details: 6-(3-Bromopropyl)-9-methoxy-3-nitro-5H-indeno[1,2-c]isoquinoline-5,11(6H)-dione (80, 1.00 g, 2.26 mmol) was dissolved in tetrahydrofuran (60 mL), methanol (20 mL), and ethyl acetate (30 mL) and transferred to a Parr shaker flask. The reaction vessel was purged with argon for 10 min and then palladium-charcoal (10%, 20 mg) was added. The reaction mixture was shaken for 24 h under an atmosphere of hydrogen (60 psi). The solid was filtered off, the solvent removed under vacuum, and the compound pur... As a reaction SMILES: [C:1]([CH3:2])(=[O:3])[O:4][CH:5]([C:6](=[O:7])[OH:8])[CH2:9][O:10][c:11]1[cH:12][cH:13][cH:14][cH:15][cH:16]1.[S:17]([Cl:18])([Cl:19])=[O:20]>>[C:1]([CH3:2])(=[O:3])[O:4][CH:5]([C:6](=[O:7])[Cl:19])[CH2:9][O:10][c:11]1[cH:12][cH:13][cH:14][cH:15][cH:16]1. Yields the product CC(=O)OC(COc1ccccc1)C(=O)Cl. Reactants: CC(=O)OC(COc1ccccc1)C(=O)O, O=S(Cl)Cl. Starting materials: COC(C1=C(C=C(C=C1)C1=NOC(C1)(C(F)(F)F)C1=CC(=CC(=C1)Cl)Cl)C)=O (4-[5-(3,5-dichloro-phenyl)-5-trifluoromethyl-4,5-dihydro-isoxazol-3-yl]-2-methyl-benzoic acid methyl ester), CI (methyl iodide), C(C)(C)NC(C)C (N,N-diisopropylamine), C(CCC)[Li] (n-butyl lithium), CI (methyl iodide). The solvent is O1CCCC1 (tetrahydrofuran), O1CCCC1 (tetrahydrofuran). Reaction conditions: temperature 0 celsius, time 30 minute. The product is COC(C1=C(C=C(C=C1)C1=NOC(C1C)(C(F)(F)F)C1=CC(=CC(=C1)Cl)Cl)C)=O (4-[5-(3,5-dichloro-phenyl)-4-methyl-5-trifluoromethyl-4,5-dihydro-isoxazol-3-yl]-2-methyl-benzoic acid methyl ester). Reaction SMILES: [CH:1](NC(C)C)(C)C.C([Li])CCC.[CH3:13][O:14][C:15](=[O:40])[C:16]1[CH:21]=[CH:20][C:19]([C:22]2[CH2:26][C:25]([C:31]3[CH:36]=[C:35]([Cl:37])[CH:34]=[C:33]([Cl:38])[CH:32]=3)([C:27]([F:30])([F:29])[F:28])[O:24][N:23]=2)=[CH:18][C:17]=1[CH3:39].CI>O1CCCC1>[CH3:13][O:14][C:15](=[O:40])[C:16]1[CH:21]=[CH:20][C:19]([C:22]2[CH:26]([CH3:1])[C:25]([C:31]3[CH:32]=[C:33]([Cl:38])[CH:34]=[C:35]([Cl:37])[CH:36]=3)([C:27]([F:30])([F:28])[F:29])[O:24][N:23]=2)=[CH:18][C:17]=1[CH3:39]. Procedure details: To a solution of N,N-diisopropylamine (0.24 ml) in dry tetrahydrofuran (8 ml) stirred under argon at 0° C., was added n-butyl lithium (“n-BuLi”) (2.5 M in hexane) (0.74 ml). The solution was stirred at 0° C. for 30 minutes then was cooled to −85° C. To this solution was added a solution of 4-[5-(3,5-dichloro-phenyl)-5-trifluoromethyl-4,5-dihydro-isoxazol-3-yl]-2-methyl-benzoic acid methyl ester (made as described in EP 1,731,512) (500 mg) in dry tetrahydrofuran (3 ml). The reaction mixture was s...